From a dataset of the Open Reaction Database (ORD), a public repository of structured organic reaction records. describe an organic reaction: reactants, conditions, products, and yield The reactants are O=C([O-])[O-], COCCOC, COc1cccc(B(O)O)c1, Clc1cccc(Cl)n1, [K+], [K+], O, c1ccc(P(c2ccccc2)c2ccccc2)cc1. The product is COc1cccc(-c2cccc(Cl)n2)c1. RXN SMILES: [C:20](=[O:21])([O-:22])[O-:23].[CH2:46]([CH2:47][O:48][CH3:49])[O:50][CH3:51].[CH3:1][O:2][c:3]1[cH:4][c:5]([B:9]([OH:10])[OH:11])[cH:6][cH:7][cH:8]1.[Cl:12][c:13]1[n:14][c:15]([Cl:19])[cH:16][cH:17][cH:18]1.[K+:24].[K+:25].[OH2:45].[c:26]1([P:27]([c:28]2[cH:29][cH:30][cH:31][cH:32][cH:33]2)[c:34]2[cH:35][cH:36][cH:37][cH:38][cH:39]2)[cH:40][cH:41][cH:42][cH:43][cH:44]1>>[CH3:1][O:2][c:3]1[cH:4][c:5](-[c:15]2[n:14][c:13]([Cl:12])[cH:18][cH:17][cH:16]2)[cH:6][cH:7][cH:8]1. Starting materials: ClC=1C(=CC=2N(N1)C=NN2)C (6-chloro-7-methyl-s-triazolo[4,3-b]pyridazine), N1CCCCC1 (piperidine). Solvent: C(C)O (ethanol). Product: CC1=CC=2N(N=C1N1CCCCC1)C=NN2 (7-methyl-6-piperidino-s-triazolo[4,3-b]pyridazine). RXN SMILES: Cl[C:2]1[C:3]([CH3:11])=[CH:4][C:5]2[N:6]([CH:8]=[N:9][N:10]=2)[N:7]=1.[NH:12]1[CH2:17][CH2:16][CH2:15][CH2:14][CH2:13]1>C(O)C>[CH3:11][C:3]1[C:2]([N:12]2[CH2:17][CH2:16][CH2:15][CH2:14][CH2:13]2)=[N:7][N:6]2[CH:8]=[N:9][N:10]=[C:5]2[CH:4]=1. Procedure: 7.8 Grams (0.0462 mole) of the 6-chloro-7-methyl-s-triazolo[4,3-b]pyridazine is mixed with 7.86 grams (0.0924 mole) of piperidine in 50 ml of ethanol. The mixture is heated at reflux temperature for 4 hours. The mixture is concentrated by evaporation and the residue of the reaction mixture is partitioned between aqueous sodium bicarbonate solution and methylene chloride. The methylene chloride layer is separated, dried over anhydrous sodium sulfate and evaporated to dryness under reduced pressur... Reactants: NC1C2CC3C1C3C2Cl, O, c1ccncc1, O=C(Cl)c1cnc2ccccc2n1. The product is O=C(NC1C2CC3C(C2Cl)C31)c1cnc2ccccc2n1. As a reaction SMILES: [Cl:14][CH:15]1[CH:16]2[CH:17]([NH2:22])[CH:18]3[CH:19]([CH:20]13)[CH2:21]2.[OH2:29].[cH:23]1[cH:24][cH:25][n:26][cH:27][cH:28]1.[n:1]1[c:2]([C:11](=[O:12])[Cl:13])[cH:3][n:4][c:5]2[cH:6][cH:7][cH:8][cH:9][c:10]12>>[n:1]1[c:2]([C:11](=[O:12])[NH:22][CH:17]2[CH:16]3[CH:15]([Cl:14])[CH:20]4[CH:18]2[CH:19]4[CH2:21]3)[cH:3][n:4][c:5]2[cH:6][cH:7][cH:8][cH:9][c:10]12. The reactants are CN(Cc1ccc(C(F)(F)F)cc1)C1CN(Cc2ccccc2)CC1c1cccc(Cl)c1, CC#N, O=C(Cl)OCC(Cl)(Cl)Cl. The product is CN(Cc1ccc(C(F)(F)F)cc1)C1CNCC1c1cccc(Cl)c1. RXN SMILES: [CH2:1]([c:2]1[cH:3][cH:4][cH:5][cH:6][cH:7]1)[N:8]1[CH2:9][CH:10]([N:20]([CH2:21][c:22]2[cH:23][cH:24][c:25]([C:28]([F:29])([F:30])[F:31])[cH:26][cH:27]2)[CH3:32])[CH:11]([c:13]2[cH:14][c:15]([Cl:19])[cH:16][cH:17][cH:18]2)[CH2:12]1.[CH3:42][C:43]#[N:44].[Cl:33][C:34]([O:35][CH2:36][C:37]([Cl:38])([Cl:39])[Cl:40])=[O:41]>>[NH:8]1[CH2:9][CH:10]([N:20]([CH2:21][c:22]2[cH:23][cH:24][c:25]([C:28]([F:29])([F:30])[F:31])[cH:26][cH:27]2)[CH3:32])[CH:11]([c:13]2[cH:14][c:15]([Cl:19])[cH:16][cH:17][cH:18]2)[CH2:12]1. The reactants are C(C)OCC (Diethyl ether), solution, Cl (hydrogen chloride), N1(C=NC=C1)CCCC=1C=C2CCC(NC2=CC1)=O (6-[3-(imidazol-1-yl)propyl]-3,4-dihydrocarbostyril). Solvent: CO (methanol), CO (methanol). The product is Cl.N1(C=NC=C1)CCCC=1C=C2CCC(NC2=CC1)=O (6-[3-(imidazol-1-yl)propyl]-3,4-dihydrocarbostyril hydrochloride). RXN SMILES: [ClH:1].[N:2]1([CH2:7][CH2:8][CH2:9][C:10]2[CH:11]=[C:12]3[C:17](=[CH:18][CH:19]=2)[NH:16][C:15](=[O:20])[CH2:14][CH2:13]3)[CH:6]=[CH:5][N:4]=[CH:3]1.C(OCC)C>CO>[ClH:1].[N:2]1([CH2:7][CH2:8][CH2:9][C:10]2[CH:11]=[C:12]3[C:17](=[CH:18][CH:19]=2)[NH:16][C:15](=[O:20])[CH2:14][CH2:13]3)[CH:6]=[CH:5][N:4]=[CH:3]1 |f:4.5|. Procedure: A twofold stoichiometric excess of a 3% solution of hydrogen chloride in methanol is added to a solution of 1.0 g of 6-[3-(imidazol-1-yl)propyl]-3,4-dihydrocarbostyril in 50 ml of methanol at 25° C. Diethyl ether is then added to the stirred solution until precipitation is complete. The precipitate is filtered off, washed with ether and recrystallized from a mixture of methanol and ethyl acetate to give 6-[3-(imidazol-1-yl)propyl]-3,4-dihydrocarbostyril hydrochloride. Reactants: C(C)(C)(C)NC1=CN=C2N1C=C(C=C2)C2=C(OC1=CC(=C(C=C1F)S(=O)(=O)NC1=NC=NS1)F)C=CC(=C2)Cl (4-(2-(3-(tert-butylamino)imidazo[1,2-a]pyridin-6-yl)-4-chlorophenoxy)-2,5-difluoro-N-(1,2,4-thiadiazol-5-yl)benzenesulfonamide), [OH-].[K+] (potassium hydroxide). Run in CO (methanol), ClCCl (dichloromethane), FC(C(=O)O)(F)F (trifluoroacetic acid), O (water). Yields the product NC1=CN=C2N1C=C(C=C2)C2=C(OC1=CC(=C(C=C1F)S(=O)(=O)NC1=NC=NS1)F)C=CC(=C2)Cl (4-(2-(3-aminoimidazo[1,2-a]pyridin-6-yl)-4-chlorophenoxy)-2,5-difluoro-N-(1,2,4-thiadiazol-5-yl)benzenesulfonamide). The yield is 15.0%. As a reaction SMILES: C([NH:5][C:6]1[N:10]2[CH:11]=[C:12]([C:15]3[CH:38]=[C:37]([Cl:39])[CH:36]=[CH:35][C:16]=3[O:17][C:18]3[C:23]([F:24])=[CH:22][C:21]([S:25]([NH:28][C:29]4[S:33][N:32]=[CH:31][N:30]=4)(=[O:27])=[O:26])=[C:20]([F:34])[CH:19]=3)[CH:13]=[CH:14][C:9]2=[N:8][CH:7]=1)(C)(C)C.[OH-].[K+]>ClCCl.FC(F)(F)C(O)=O.CO.O>[NH2:5][C:6]1[N:10]2[CH:11]=[C:12]([C:15]3[CH:38]=[C:37]([Cl:39])[CH:36]=[CH:35][C:16]=3[O:17][C:18]3[C:23]([F:24])=[CH:22][C:21]([S:25]([NH:28][C:29]4[S:33][N:32]=[CH:31][N:30]=4)(=[O:26])=[O:27])=[C:20]([F:34])[CH:19]=3)[CH:13]=[CH:14][C:9]2=[N:8][CH:7]=1 |f:1.2|. Procedure: A solution of 4-(2-(3-(tert-butylamino)imidazo[1,2-a]pyridin-6-yl)-4-chlorophenoxy)-2,5-difluoro-N-(1,2,4-thiadiazol-5-yl)benzenesulfonamide (0.35 g, 0.47 mmol) in dichloromethane (3 mL) and trifluoroacetic acid (3 mL) was heated at 80° C. for 16 h in a sealed tube. The mixture was allowed to cool to ambient temperature and was concentrated in vacuo. Methanol (30 mL) was added to the residue. The mixture was filtered and the filtrate concentrated in vacuo. The residue obtained was dissolved in m... The reactants are COC(CC1=C2C(=C(C(=NC2=C(C=C1)Cl)C(C)C)CC1=CC=C(C=C1)N1N=CC=C1)C)=O ([8-chloro-2-isopropyl-4-methyl-3-(4-pyrazol-1-ylbenzyl)quinolin-5-yl]acetic acid methyl ester), [OH-].[Li+] (lithium hydroxide). Run in O1CCCC1 (tetrahydrofuran). Conditions: time 6 hour. Product: ClC=1C=CC(=C2C(=C(C(=NC12)C(C)C)CC1=CC=C(C=C1)N1N=CC=C1)C)CC(=O)O ([8-chloro-2-isopropyl-4-methyl-3-(4-pyrazol-1-ylbenzyl)quinolin-5-yl]acetic acid). Yield: 61.9%. RXN SMILES: C[O:2][C:3](=[O:32])[CH2:4][C:5]1[CH:14]=[CH:13][C:12]([Cl:15])=[C:11]2[C:6]=1[C:7]([CH3:31])=[C:8]([CH2:19][C:20]1[CH:25]=[CH:24][C:23]([N:26]3[CH:30]=[CH:29][CH:28]=[N:27]3)=[CH:22][CH:21]=1)[C:9]([CH:16]([CH3:18])[CH3:17])=[N:10]2.[OH-].[Li+]>O1CCCC1>[Cl:15][C:12]1[CH:13]=[CH:14][C:5]([CH2:4][C:3]([OH:32])=[O:2])=[C:6]2[C:11]=1[N:10]=[C:9]([CH:16]([CH3:17])[CH3:18])[C:8]([CH2:19][C:20]1[CH:25]=[CH:24][C:23]([N:26]3[CH:30]=[CH:29][CH:28]=[N:27]3)=[CH:22][CH:21]=1)=[C:7]2[CH3:31] |f:1.2|. Reported procedure: A solution of [8-chloro-2-isopropyl-4-methyl-3-(4-pyrazol-1-ylbenzyl)quinolin-5-yl]acetic acid methyl ester (0.04 g) in tetrahydrofuran (3.0 mL) was treated with 1.0 M aqueous lithium hydroxide solution (0.3 mL), and the resulting mixture was stirred at room temperature for six hours. The mixture was concentrated under reduced pressure and the pH adjusted to 4 by the addition of 0.1M aqueous hydrochloric acid (3.0 mL). The mixture was extracted with ethyl acetate and the combined extracts washed... The reactants are CN=C=O (methyl isocyanate), ClC1=CC(=C(C=C1O)N1C(N(C(=CC1=O)C(F)(F)F)C)=O)F (3-(4-chloro-2-fluoro-5-hydroxyphenyl)-1-methyl-6-trifluoromethyl-2,4(1H,3H)-pyrimidinedione). Reagents/catalysts: C(C)N(CC)CC (triethylamine). Solvent: C(Cl)Cl (methylene chloride). Conditions: time 1 hour. Product: CNC(OC1=C(C=C(C(=C1)N1C(N(C(=CC1=O)C(F)(F)F)C)=O)F)Cl)=O (2-chloro-5-[3,6-dihydro-2,6-dioxo-3-methyl-4-trifluoromethyl-1(2H)-pyrimidinyl]-4-fluorophenyl methylcarbamate). RXN SMILES: [CH3:1][N:2]=[C:3]=[O:4].[Cl:5][C:6]1[C:11]([OH:12])=[CH:10][C:9]([N:13]2[C:18](=[O:19])[CH:17]=[C:16]([C:20]([F:23])([F:22])[F:21])[N:15]([CH3:24])[C:14]2=[O:25])=[C:8]([F:26])[CH:7]=1>C(N(CC)CC)C.C(Cl)Cl>[CH3:1][NH:2][C:3](=[O:4])[O:12][C:11]1[CH:10]=[C:9]([N:13]2[C:18](=[O:19])[CH:17]=[C:16]([C:20]([F:22])([F:21])[F:23])[N:15]([CH3:24])[C:14]2=[O:25])[C:8]([F:26])=[CH:7][C:6]=1[Cl:5]. Reported procedure: 0.51 g of methyl isocyanate and subsequently one drop of triethylamine are added at room temperature while stirring to a solution of 2.00 g of 3-(4-chloro-2-fluoro-5-hydroxyphenyl)-1-methyl-6-trifluoromethyl-2,4(1H,3H)-pyrimidinedione in 20 ml of methylene chloride. The reaction mixture is stirred for one hour and evaporated to dryness under reduced pressure. The residue is purified by chromatography on a silica gel column using diethyl ether-n-hexane (2:1) as the eluent. There is obtained 2-chl... Reactants: C, CCO, CCOC(C)=O, O=C[O-], O=C(NCc1ccc(OC(F)(F)F)c(F)c1)C1CN(c2nc3nc(C4CC4)nc(Cl)c3s2)CCN1S(=O)(=O)c1ccc(C(F)(F)F)cc1, [NH4+], [Pd]. Reaction SMILES: [C:62].[CH3:53][CH2:54][OH:55].[CH3:56][CH2:57][O:58][C:59](=[O:60])[CH3:61].[CH:49]([O-:50])=[O:51].[F:1][c:2]1[cH:3][c:4]([CH2:5][NH:6][C:7](=[O:8])[CH:9]2[N:10]([S:28](=[O:29])(=[O:30])[c:31]3[cH:32][cH:33][c:34]([C:37]([F:38])([F:39])[F:40])[cH:35][cH:36]3)[CH2:11][CH2:12][N:13]([c:15]3[s:16][c:17]4[c:18]([n:19][c:20]([CH:24]5[CH2:25][CH2:26]5)[n:21][c:22]4[Cl:23])[n:27]3)[CH2:14]2)[cH:41][cH:42][c:43]1[O:44][C:45]([F:46])([F:47])[F:48].[NH4+:52].[Pd:63]>>[F:1][c:2]1[cH:3][c:4]([CH2:5][NH:6][C:7](=[O:8])[CH:9]2[N:10]([S:28](=[O:29])(=[O:30])[c:31]3[cH:32][cH:33][c:34]([C:37]([F:38])([F:39])[F:40])[cH:35][cH:36]3)[CH2:11][CH2:12][N:13]([c:15]3[s:16][c:17]4[c:18]([n:19][c:20]([CH:24]5[CH2:25][CH2:26]5)[n:21][cH:22]4)[n:27]3)[CH2:14]2)[cH:41][cH:42][c:43]1[O:44][C:45]([F:46])([F:47])[F:48]. Yields the product O=C(NCc1ccc(OC(F)(F)F)c(F)c1)C1CN(c2nc3nc(C4CC4)ncc3s2)CCN1S(=O)(=O)c1ccc(C(F)(F)F)cc1.